This data is from the Open Reaction Database (ORD), a public repository of structured organic reaction records. The task is: describe an organic reaction: reactants, conditions, products, and yield Starting materials: [H-].[Al+3].[Li+].[H-].[H-].[H-] (lithium aluminum hydride), C(CCCCCCCCCCCCCCCCC)C1NC(CN(CCN(CCN(CC(NC1)=O)S(=O)(=O)C1=CC=C(C=C1)C)S(=O)(=O)C1=CC=C(C=C1)C)S(=O)(=O)C1=CC=C(C=C1)C)=O (5-octadecyl-1,10,13-tris(p-toluenesulfonyl)-1,4,7,10,13-pentaazacylopentadecane-3,8-dione), C(C)OCC (ethyl ether), Example 28H. The solvent is C1CCOC1 (THF), C1CCOC1 (THF), hexanes. Run at time 1 hour. Yields the product C(CCCCCCCCCCCCCCCCC)C1NCCNCCNCCNCCNC1 (2-Octadecyl-1,4,7,10,13-pentaazacyclopentadecane). Isolated yield 62.0%. Reaction SMILES: [CH2:1]([CH:19]1[CH2:33][NH:32][C:31](=O)[CH2:30][N:29](S(C2C=CC(C)=CC=2)(=O)=O)[CH2:28][CH2:27][N:26](S(C2C=CC(C)=CC=2)(=O)=O)[CH2:25][CH2:24][N:23](S(C2C=CC(C)=CC=2)(=O)=O)[CH2:22][C:21](=O)[NH:20]1)[CH2:2][CH2:3][CH2:4][CH2:5][CH2:6][CH2:7][CH2:8][CH2:9][CH2:10][CH2:11][CH2:12][CH2:13][CH2:14][CH2:15][CH2:16][CH2:17][CH3:18].[H-].[Al+3].[Li+].[H-].[H-].[H-].C(OCC)C>C1COCC1>[CH2:1]([CH:19]1[CH2:33][NH:32][CH2:31][CH2:30][NH:29][CH2:28][CH2:27][NH:26][CH2:25][CH2:24][NH:23][CH2:22][CH2:21][NH:20]1)[CH2:2][CH2:3][CH2:4][CH2:5][CH2:6][CH2:7][CH2:8][CH2:9][CH2:10][CH2:11][CH2:12][CH2:13][CH2:14][CH2:15][CH2:16][CH2:17][CH3:18] |f:1.2.3.4.5.6|. Procedure details: To a slurry of 5-octadecyl-1,10,13-tris(p-toluenesulfonyl)-1,4,7,10,13-pentaazacylopentadecane-3,8-dione prepared as in Example 28H (4.00 g, 4.18 mmol) in anhydrous THF (100 ml) under a dry argon atmosphere was added a solution of lithium aluminum hydride in anhydrous THF (105 ml--1.0M, 105 mmol). The resulting solution was refluxed for 40 h. The mixture was quenched by the dropwise addition at 0° C. of H2O (3.25 ml), then 15% NaOH (3.25 ml) and finally H2O (9.60 ml). The resulting slurry was st... Reactants: OC=1C=C(C(=O)O)C=C(C1OC)OC (3-Hydroxy-4,5-dimethoxy-benzoic acid), Cl (HCl), CO (MeOH). Conditions: time 16 hour. The product is COC(C1=CC(=C(C(=C1)OC)OC)O)=O (3-Hydroxy-4,5-dimethoxy-benzoic acid methyl ester). RXN SMILES: [OH:1][C:2]1[CH:3]=[C:4]([CH:8]=[C:9]([O:13][CH3:14])[C:10]=1[O:11][CH3:12])[C:5]([OH:7])=[O:6].Cl.[CH3:16]O>>[CH3:16][O:6][C:5](=[O:7])[C:4]1[CH:8]=[C:9]([O:13][CH3:14])[C:10]([O:11][CH3:12])=[C:2]([OH:1])[CH:3]=1. Procedure details: 5 g (27.2 mmol) of 3-Hydroxy-4,5-dimethoxy-benzoic acid was added at 0° C. to 100 ml of a saturated solution of HCl in MeOH. The solution was stirred for 16 h at RT. The solvent was removed under reduced pressure. The residue was chromatographed on silica gel eluting with ethyl acetate/n-heptane (2/1). The reactants are Clc1cc(-c2ccccc2)ccn1, NCCCCN1CCN(c2ccccc2F)CC1. Yields the product Fc1ccccc1N1CCN(CCCCNc2cc(-c3ccccc3)ccn2)CC1. Reaction SMILES: [Cl:1][c:2]1[n:3][cH:4][cH:5][c:6](-[c:8]2[cH:9][cH:10][cH:11][cH:12][cH:13]2)[cH:7]1.[F:14][c:15]1[c:16]([N:21]2[CH2:22][CH2:23][N:24]([CH2:27][CH2:28][CH2:29][CH2:30][NH2:31])[CH2:25][CH2:26]2)[cH:17][cH:18][cH:19][cH:20]1>>[c:2]1([NH:31][CH2:30][CH2:29][CH2:28][CH2:27][N:24]2[CH2:23][CH2:22][N:21]([c:16]3[c:15]([F:14])[cH:20][cH:19][cH:18][cH:17]3)[CH2:26][CH2:25]2)[n:3][cH:4][cH:5][c:6](-[c:8]2[cH:9][cH:10][cH:11][cH:12][cH:13]2)[cH:7]1. The reactants are C(C)[Mg]Br (ethylmagnesium bromide), [Cl-].[NH4+] (ammonium chloride), C1(=CC=CC=C1)C (toluene), BrC=1C=CC=C2C=CNC12 (7-bromoindole). Run in C(C)OCC (diethyl ether), C(C)#N (acetonitrile). The product is BrC=1C=CC=C2C(=CNC12)CC1(CC1)CC#N ({1-[(7-bromo-1H-indol-3-yl)methyl]cyclopropyl}acetonitrile). RXN SMILES: [C:1]1([CH3:7])[CH:6]=[CH:5]C=[CH:3][CH:2]=1.[Br:8][C:9]1[CH:10]=[CH:11][CH:12]=[C:13]2[C:17]=1[NH:16][CH:15]=[CH:14]2.C([Mg]Br)C.[Cl-].[NH4+:23]>C(OCC)C.C(#N)C>[Br:8][C:9]1[CH:10]=[CH:11][CH:12]=[C:13]2[C:17]=1[NH:16][CH:15]=[C:14]2[CH2:7][C:1]1([CH2:2][C:3]#[N:23])[CH2:6][CH2:5]1 |f:3.4|. Reported procedure: To a toluene (12 mL) solution of 7-bromoindole (1.00 g), [1-bromomethyl)cyclopropyl]acetonitrile (444 mg) was added and a diethyl ether solution (1.7 mL) of 3M ethylmagnesium bromide was added dropwise under ice cooling, and then the mixture was refluxed for 2.5 hours. To the reaction mixture, an aqueous saturated ammonium chloride solution was added under ice cooling, followed by extraction with ethyl acetate. The organic layer was washed with water and saturated saline, dried over anhydrous so...